Dataset: the Open Reaction Database (ORD), a public repository of structured organic reaction records. Task: describe an organic reaction: reactants, conditions, products, and yield Starting materials: C1(CCCCCO1)=O (ε-caprolactone), C(C)(=O)OO (peracetic acid). The solvent is C1(CCCCC1)=O (cyclohexanone), C(C)(=O)OCC (ethyl acetate). Product: C1(CCCCC1)=O (cyclohexanone), C(C)(=O)OO (peracetic acid), C(CCCCC(=O)O)(=O)O (adipic acid). RXN SMILES: [C:1]([O:4][OH:5])(=[O:3])[CH3:2].[C:6]1(=[O:13])[O:12][CH2:11][CH2:10][CH2:9][CH2:8][CH2:7]1>C1(=O)CCCCC1.C(OCC)(=O)C>[C:6]1(=[O:13])[CH2:7][CH2:8][CH2:9][CH2:10][CH2:11]1.[C:1]([O:4][OH:5])(=[O:3])[CH3:2].[C:1]([OH:4])(=[O:3])[CH2:2][CH2:9][CH2:8][CH2:7][C:6]([OH:13])=[O:12]. Procedure: 60 g/hour of cyclohexanone and 170.5 g/hour of a solution of ethyl acetate used as a solvent and containing 30% of peracetic acid (51.4 g/hour of pure peracetic acid which corresponds to 1.1 mole based on one mole of cyclohexanone) were introduced in a flowing-type reactor of 2 liters. The reaction was conducted under a reaction temperature of 50° C. The composition of the solution obtained was ε-caprolactone: 28.78%, unreacted cyclohexanone: 0.52%, unreacted peracetic acid: 1.31%, by-produced a... Conditions: temperature 60 celsius, time 16 hour. Procedure: To a stirred solution of 1-amino-6-cyano-3-methylisoquinoline (0.68 g) in 15 mL of tetrahydrofuran at room temperature under a nitrogen atmosphere was added 8.4 mL of 2M borane-methylsulfide complex in tetrahydrofuran and thereafter heated at 60° C. for 50 minutes. The reaction mixture was cooled in an ice bath and 7.5 mL of methanol was added slowly. After 15 minutes 18.8 mL of 1M hydrogen chloride in ether was added. The reaction mixture was allowed to warm to room temperature and stirred for ... Product: Cl.NC1=NC(=CC2=CC(=CC=C12)CN)C (1-amino-6-(aminomethyl)-3-methylisoquinoline hydrogenchloride). RXN SMILES: [NH2:1][C:2]1[C:11]2[C:6](=[CH:7][C:8]([C:12]#[N:13])=[CH:9][CH:10]=2)[CH:5]=[C:4]([CH3:14])[N:3]=1.CO.[ClH:17]>O1CCCC1.CCOCC>[ClH:17].[NH2:1][C:2]1[C:11]2[C:6](=[CH:7][C:8]([CH2:12][NH2:13])=[CH:9][CH:10]=2)[CH:5]=[C:4]([CH3:14])[N:3]=1 |f:5.6|. The solvent is CCOCC (ether), O1CCCC1 (tetrahydrofuran), O1CCCC1 (tetrahydrofuran). Starting materials: Cl (hydrogen chloride), NC1=NC(=CC2=CC(=CC=C12)C#N)C (1-amino-6-cyano-3-methylisoquinoline), CO (methanol). The reactants are OC1=NN(C(=C1)C)C(=O)OCC (ethyl 3-hydroxy-5-methylpyrazole-1-carboxylate), C([O-])([O-])=O.[K+].[K+] (potassium carbonate), ClC=1C=C(C=C(C1F)F)C(F)(F)F (3-chloro-4,5-difluorobenzotrifluoride), Cl (hydrochloric acid). Solvent: CS(=O)C (DMSO). Conditions: temperature 40 celsius. The product is ClC1=C(C(=CC(=C1)C(F)(F)F)F)OC1=NN(C(=C1)C)C(=O)OCC (ethyl 3-(2-chloro-6-fluoro-4-trifluoromethylphenyloxy)-5-methylpyrazole-1-carboxylate). The yield is 72.9%. RXN SMILES: [OH:1][C:2]1[CH:6]=[C:5]([CH3:7])[N:4]([C:8]([O:10][CH2:11][CH3:12])=[O:9])[N:3]=1.C(=O)([O-])[O-].[K+].[K+].[Cl:19][C:20]1[CH:21]=[C:22]([C:28]([F:31])([F:30])[F:29])[CH:23]=[C:24]([F:27])[C:25]=1F.Cl>CS(C)=O>[Cl:19][C:20]1[CH:21]=[C:22]([C:28]([F:29])([F:30])[F:31])[CH:23]=[C:24]([F:27])[C:25]=1[O:1][C:2]1[CH:6]=[C:5]([CH3:7])[N:4]([C:8]([O:10][CH2:11][CH3:12])=[O:9])[N:3]=1 |f:1.2.3|. Procedure details: To a DMSO (15 mL) solution of ethyl 3-hydroxy-5-methylpyrazole-1-carboxylate (1.36 g, 8.0 mmol) and potassium carbonate (1.1 g, 8.0 mmol) was added 3-chloro-4,5-difluorobenzotrifluoride (1.77 g, 8.0 mmol) and the mixture was stirred under heating at 40° C. for 8 hours. After completion of the reaction, the reaction mixture was poured into 2 mol/L hydrochloric acid (30 mL) and extracted with ethyl acetate. The organic layers combined were washed with water, and dried over anhydrous magnesium sulf... Starting materials: C1(=CCCCC1)C=1C(=NC=C(C(=O)NC=2C=NC=CC2)C1)OCC(F)(F)F (5-Cyclohex-1-enyl-N-(pyridin-3-yl)-6-(2,2,2-trifluoroethoxy)nicotinamide). The reagents and catalysts are [Pd] (Palladium). The solvent is C(C)(=O)OCC (ethyl acetate). Reaction conditions: time 20 hour. The product is C1(CCCCC1)C=1C(=NC=C(C(=O)NC=2C=NC=CC2)C1)OCC(F)(F)F (5-cyclohexyl-N-pyridin-3-yl-6-(2,2,2-trifluoro-ethoxy)-nicotinamide). Isolated yield 91.2%. As a reaction SMILES: [C:1]1([C:7]2[C:8]([O:22][CH2:23][C:24]([F:27])([F:26])[F:25])=[N:9][CH:10]=[C:11]([CH:21]=2)[C:12]([NH:14][C:15]2[CH:16]=[N:17][CH:18]=[CH:19][CH:20]=2)=[O:13])[CH2:6][CH2:5][CH2:4][CH2:3][CH:2]=1>C(OCC)(=O)C.[Pd]>[CH:1]1([C:7]2[C:8]([O:22][CH2:23][C:24]([F:26])([F:27])[F:25])=[N:9][CH:10]=[C:11]([CH:21]=2)[C:12]([NH:14][C:15]2[CH:16]=[N:17][CH:18]=[CH:19][CH:20]=2)=[O:13])[CH2:2][CH2:3][CH2:4][CH2:5][CH2:6]1. Procedure details: 5-Cyclohex-1-enyl-N-(pyridin-3-yl)-6-(2,2,2-trifluoroethoxy)nicotinamide (Example 1c, 0.012 g, 31.8 μmol) was dissolved in ethyl acetate (1 mL). Palladium (10% on charcoal, 3.4 mg, 32 μmol) was added; the suspension was degassed and aerated with argon (5×). Then it was degassed and aerated with hydrogen (3×) and stirred for 20 h under hydrogen. The reaction mixture was degassed and aerated with argon (3×) again. Then it was filtered through dicalite, washed with i-propyl acetate and concentrated... Reactants: COc1ccc(CC(=O)O)cc1, CC(C)O, C1CCOC1, c1ccc(P(c2ccccc2)c2ccccc2)cc1. Product: COc1ccc(CC(=O)OC(C)C)cc1. As a reaction SMILES: [CH3:1][O:2][c:3]1[cH:4][cH:5][c:6]([CH2:9][C:10](=[O:11])[OH:12])[cH:7][cH:8]1.[CH:13]([CH3:14])([CH3:15])[OH:16].[O:36]1[CH2:37][CH2:38][CH2:39][CH2:40]1.[c:17]1([P:18]([c:19]2[cH:20][cH:21][cH:22][cH:23][cH:24]2)[c:25]2[cH:26][cH:27][cH:28][cH:29][cH:30]2)[cH:31][cH:32][cH:33][cH:34][cH:35]1>>[CH3:1][O:2][c:3]1[cH:4][cH:5][c:6]([CH2:9][C:10]([O:11][CH:13]([CH3:14])[CH3:15])=[O:12])[cH:7][cH:8]1.